From a dataset of the Open Reaction Database (ORD), a public repository of structured organic reaction records. describe an organic reaction: reactants, conditions, products, and yield The reactants are [H-].C(C(C)C)[Al+]CC(C)C (diisobutylaluminum hydride), CC1=CC(CC(C1CC=C(C)C)C)=O (3,5-dimethyl-4-(3methyl-2-butenyl)-2-cyclohexen-1-one), CO (methanol). The solvent is CCCCCC (hexane). Conditions: time 2 hour. Product: CC1=CC(CC(C1CC=C(C)C)C)O (3,5-dimethyl-4-(3-methyl-2-butenyl)-2-cyclohexen-1-ol). Isolated yield 97.8%. Reaction SMILES: [CH3:1][C:2]1[CH:7]([CH2:8][CH:9]=[C:10]([CH3:12])[CH3:11])[CH:6]([CH3:13])[CH2:5][C:4](=[O:14])[CH:3]=1.[H-].C([Al+]CC(C)C)C(C)C.CO>CCCCCC>[CH3:1][C:2]1[CH:7]([CH2:8][CH:9]=[C:10]([CH3:12])[CH3:11])[CH:6]([CH3:13])[CH2:5][CH:4]([OH:14])[CH:3]=1 |f:1.2|. Reported procedure: A solution of 3,5-dimethyl-4-(3methyl-2-butenyl)-2-cyclohexen-1-one (4 g, 0.02 mol) in hexane (25 mL) was stirred under nitrogen at 0° C. and 1 M diisobutylaluminum hydride (25 mL) was added dropwise over 30 minutes. The mixture was stirred for 2 hours and methanol (60 mL) added to precipitate the salts. The solution was filtered and washed with 15% hydrochloric acid, saturated sodium bicarbonate and brine. Drying (Na2SO4), and solvent removal, followed by Kugelrohr distillation gave 3.8 g of 3,... The reactants are Cc1c(F)c(F)cc(F)c1C(=O)O, O=S(Cl)Cl. Product: Cc1c(F)c(F)cc(F)c1C(=O)Cl. As a reaction SMILES: [CH3:1][c:2]1[c:3]([C:4](=[O:5])[OH:6])[c:7]([F:13])[cH:8][c:9]([F:12])[c:10]1[F:11].[S:14]([Cl:15])([Cl:16])=[O:17]>>[CH3:1][c:2]1[c:3]([C:4](=[O:5])[Cl:16])[c:7]([F:13])[cH:8][c:9]([F:12])[c:10]1[F:11]. Starting materials: ClC1=NC(=C2N=CN(C2=N1)C)NC1=CC=C(C#N)C=C1 (4-(2-chloro-9-methyl-9H-purin-6-ylamino)-benzonitrile), O.NN (hydrazine monohydrate). The product is N(N)C1=NC(=C2N=CN(C2=N1)C)NC1=CC=C(C#N)C=C1 (4-(2-Hydrazino-9-methyl-9H-purin-6-ylamino)-benzonitrile). RXN SMILES: Cl[C:2]1[N:10]=[C:9]2[C:5]([N:6]=[CH:7][N:8]2[CH3:11])=[C:4]([NH:12][C:13]2[CH:20]=[CH:19][C:16]([C:17]#[N:18])=[CH:15][CH:14]=2)[N:3]=1.O.[NH2:22][NH2:23]>>[NH:22]([C:2]1[N:10]=[C:9]2[C:5]([N:6]=[CH:7][N:8]2[CH3:11])=[C:4]([NH:12][C:13]2[CH:20]=[CH:19][C:16]([C:17]#[N:18])=[CH:15][CH:14]=2)[N:3]=1)[NH2:23] |f:1.2|. Procedure details: Was prepared according to Example 8 from 4-(2-chloro-9-methyl-9H-purin-6-ylamino)-benzonitrile and hydrazine monohydrate. Starting materials: C(C)N(C1=C(C=C(C(=C1)OC)OC)[C@H]1CC=2C=CC(=CC2CC1)OC(C(C)(C)C)=O)C(C1=CC(=C(C=C1)O)F)=O (pivalic acid (R)-6-{2-[ethyl(3-fluoro-4-hydroxybenzoyl)amino]-4,5-dimethoxyphenyl}-5,6,7,8-tetrahydronaphthalen-2-yl ester), BrCC(=O)N1C(CCCC1(C)C)(C)C (2-bromo-1-(2,2,6,6-tetramethylpiperidin-1-yl)ethanone). Product: C(C)N(C1=C(C=C(C(=C1)OC)OC)[C@H]1CC=2C=CC(=CC2CC1)O)CC1=CC(=C(C=C1)OCCN1C(CCCC1(C)C)(C)C)F ((R)-6-{2-{Ethyl{3-fluoro-4-[2-(2,2,6,6-tetramethylpiperidin-1-yl)ethoxy]benzyl}amino}-4,5-dimethoxyphenyl}-5,6,7,8-tetrahydronaphthalen-2-ol). The yield is 23.1%. As a reaction SMILES: [CH2:1]([N:3]([C:31](=O)[C:32]1[CH:37]=[CH:36][C:35]([OH:38])=[C:34]([F:39])[CH:33]=1)[C:4]1[CH:9]=[C:8]([O:10][CH3:11])[C:7]([O:12][CH3:13])=[CH:6][C:5]=1[C@@H:14]1[CH2:23][CH2:22][C:21]2[CH:20]=[C:19]([O:24]C(=O)C(C)(C)C)[CH:18]=[CH:17][C:16]=2[CH2:15]1)[CH3:2].Br[CH2:42][C:43]([N:45]1[C:50]([CH3:52])([CH3:51])[CH2:49][CH2:48][CH2:47][C:46]1([CH3:54])[CH3:53])=O>>[CH2:1]([N:3]([CH2:31][C:32]1[CH:37]=[CH:36][C:35]([O:38][CH2:42][CH2:43][N:45]2[C:50]([CH3:52])([CH3:51])[CH2:49][CH2:48][CH2:47][C:46]2([CH3:54])[CH3:53])=[C:34]([F:39])[CH:33]=1)[C:4]1[CH:9]=[C:8]([O:10][CH3:11])[C:7]([O:12][CH3:13])=[CH:6][C:5]=1[C@@H:14]1[CH2:23][CH2:22][C:21]2[CH:20]=[C:19]([OH:24])[CH:18]=[CH:17][C:16]=2[CH2:15]1)[CH3:2]. Procedure: Synthesized from pivalic acid (R)-6-{2-[ethyl(3-fluoro-4-hydroxybenzoyl)amino]-4,5-dimethoxyphenyl}-5,6,7,8-tetrahydronaphthalen-2-yl ester (15 mg) and 2-bromo-1-(2,2,6,6-tetramethylpiperidin-1-yl)ethanone (14 mg) according to an analogous synthetic method to Example 404 and purified by LC-MS, the title compound (3.9 mg) was obtained. Reactants: CO, C[O-], Cc1ccc(Cl)c(Nc2ccccc2C#N)c1Cl, Cl, NO, [Na+]. Yields the product Cc1ccc(Cl)c(Nc2ccccc2C(N)=NO)c1Cl. Reaction SMILES: [CH3:25][OH:26].[CH3:4][O-:5].[Cl:7][c:8]1[c:9]([NH:10][c:11]2[c:12]([C:13]#[N:14])[cH:15][cH:16][cH:17][cH:18]2)[c:19]([Cl:24])[cH:20][cH:21][c:22]1[CH3:23].[ClH:1].[NH2:2][OH:3].[Na+:6]>>[N:2]([OH:3])=[C:13]([c:12]1[c:11]([NH:10][c:9]2[c:8]([Cl:7])[c:22]([CH3:23])[cH:21][cH:20][c:19]2[Cl:24])[cH:18][cH:17][cH:16][cH:15]1)[NH2:14]. Starting materials: FC1=CC2=C(C(=NO2)C2CCNCC2)C=C1 (4-(6-fluoro-1,2-benzisoxazol-3-yl)piperidine), O1C=2C(=C(C=C1C2OC)OC2=C(C1=C(C(=C2)O1)OC)CCC)CCC (epoxypropyl-4-methoxyphenyl ether), C(C)(C)O (isopropyl alcohol). Yields the product COC1=CC=C(C=C1)OCC(CN1CCC(CC1)C1=NOC2=C1C=CC(=C2)F)O (4-[3-[4-(6-Fluoro-1,2-benzisoxazol-3-yl)-1-piperidinyl]-2-hydroxy-1-propoxy]phenyl methyl ether). RXN SMILES: [F:1][C:2]1[CH:16]=[CH:15][C:5]2[C:6]([CH:9]3[CH2:14][CH2:13][NH:12][CH2:11][CH2:10]3)=[N:7][O:8][C:4]=2[CH:3]=1.O1[C:22]2C(OC)=C1C(CCC)=[C:20]([O:26][C:27]1[CH:32]=[C:31]3O[C:29](=[C:30]3[O:34][CH3:35])[C:28]=1CCC)[CH:21]=2.C([OH:45])(C)C>>[CH3:35][O:34][C:30]1[CH:29]=[CH:28][C:27]([O:26][CH2:20][CH:21]([OH:45])[CH2:22][N:12]2[CH2:11][CH2:10][CH:9]([C:6]3[C:5]4[CH:15]=[CH:16][C:2]([F:1])=[CH:3][C:4]=4[O:8][N:7]=3)[CH2:14][CH2:13]2)=[CH:32][CH:31]=1. Reported procedure: A mixture of 4-(6-fluoro-1,2-benzisoxazol-3-yl)piperidine (4.4 g, 20 mmol) and 2, epoxypropyl-4-methoxyphenyl ether (3.7 g, 20.5 mmol) in isopropyl alcohol (80 ml) was heated to reflux for 2 hours. The mixture was cooled and the crystals were collected to yield 6.81 g (85%), m.p.=134-135° C. The reactants are ClCC1=C(C(=O)Cl)C=CC=C1 (o-(chloromethyl)benzoic acid chloride), C(C)O (ethanol). Solvent: CO (methanol). Run at time 10 hour. The product is C(C)OC(C1=C(C=CC=C1)CCl)=O (o-(chloromethyl)benzoic Acid Ethyl Ester). Yield: 90.0%. RXN SMILES: [Cl:1][CH2:2][C:3]1[CH:11]=[CH:10][CH:9]=[CH:8][C:4]=1[C:5](Cl)=[O:6].[CH2:12]([OH:14])[CH3:13]>CO>[CH2:12]([O:14][C:5](=[O:6])[C:4]1[CH:8]=[CH:9][CH:10]=[CH:11][C:3]=1[CH2:2][Cl:1])[CH3:13]. Procedure: To a double-neck 500 ml flask equipped with cooler, thermometer and dropping funnel was added 180 g of o-(chloromethyl)benzoic acid chloride, and then 60 ml of ethanol was further added dropwise, while maintaining the internal temperature of reactor at 40˜50° C. After all amounts of methanol were infused, the reacting mixture was stirred for 10 hours, while maintaining the internal temperature of a reactor at 40˜50° C. After a distiller was equipped immediately, the residue was subjected to frac... Reactants: CCCCCc1c(C=CC(=O)OC)n(C)c2cc(OC)ccc12, CO, [Na+], [OH-]. Yields the product CCCCCc1c(C=CC(=O)O)n(C)c2cc(OC)ccc12. Reaction SMILES: [CH3:1][O:2][C:3]([CH:4]=[CH:5][c:6]1[n:7]([CH3:22])[c:8]2[cH:9][c:10]([O:20][CH3:21])[cH:11][cH:12][c:13]2[c:14]1[CH2:15][CH2:16][CH2:17][CH2:18][CH3:19])=[O:23].[CH3:26][OH:27].[Na+:25].[OH-:24]>>[O:2]=[C:3]([CH:4]=[CH:5][c:6]1[n:7]([CH3:22])[c:8]2[cH:9][c:10]([O:20][CH3:21])[cH:11][cH:12][c:13]2[c:14]1[CH2:15][CH2:16][CH2:17][CH2:18][CH3:19])[OH:23].